This data is from the Open Reaction Database (ORD), a public repository of structured organic reaction records. The task is: describe an organic reaction: reactants, conditions, products, and yield Reactants: OCCCCNS(=O)(=O)C1=CC=C(C=C1)C1=CC=CC=C1 (biphenyl-4-sulfonic acid-(4-hydroxybutyl)-amide), BrCCCC=C (5-bromopentene). Product: OCCCCN(S(=O)(=O)C1=CC=C(C=C1)C1=CC=CC=C1)C=CCCC (Biphenyl-4-sulfonic acid-(4-hydroxybutyl)-penten-1-yl-amide). Reaction SMILES: [OH:1][CH2:2][CH2:3][CH2:4][CH2:5][NH:6][S:7]([C:10]1[CH:15]=[CH:14][C:13]([C:16]2[CH:21]=[CH:20][CH:19]=[CH:18][CH:17]=2)=[CH:12][CH:11]=1)(=[O:9])=[O:8].Br[CH2:23][CH2:24][CH2:25][CH:26]=[CH2:27]>>[OH:1][CH2:2][CH2:3][CH2:4][CH2:5][N:6]([CH:23]=[CH:24][CH2:25][CH2:26][CH3:27])[S:7]([C:10]1[CH:15]=[CH:14][C:13]([C:16]2[CH:21]=[CH:20][CH:19]=[CH:18][CH:17]=2)=[CH:12][CH:11]=1)(=[O:9])=[O:8]. Procedure: Using a method analogous to that described in Example 4, with biphenyl-4-sulfonic acid-(4-hydroxybutyl)-amide and 5-bromopentene, reacted at 60° C. for 3 hours, the title compound was obtained as a white powder. δC (CDCl3, 62.9 MHz): 25.4, 28.0, 29.6, 30.9, 48.0, 48.3, 62.4, 115.4, 127.3, 127.7, 128.5, 129.1, 137.5, 138.4, 139.4 and 145.3. δH (CDCl3, 250 MHz): 1.56-1.67 (8H, m), 2.03 (2H, m), 3.16 (4H, m), 3.65 (2H, t, J 7.1), 4.94 (2H, m), 5.74 (1H, m), 7.43 (3H, m), 7.59 (2H, d, J 7.0), 7.69 (...